This data is from the Open Reaction Database (ORD), a public repository of structured organic reaction records. The task is: describe an organic reaction: reactants, conditions, products, and yield The reactants are CC1=NNC=C1C(=O)OC (methyl 3-methyl-1H-pyrazole-4-carboxylate), ClC1=CC=C(C=C1)B(O)O (4-chlorophenylboronic acid). The reagents and catalysts are C(C)(=O)[O-].[Cu+2].C(C)(=O)[O-] (copper acetate). Run in N1=CC=CC=C1 (pyridine). The product is ClC1=CC=C(C=C1)N1N=C(C(=C1)C(=O)OC)C (methyl 1-(4-chlorophenyl)-3-methyl-1H-pyrazole-4-carboxylate). Isolated yield 61.7%. RXN SMILES: [CH3:1][C:2]1[C:6]([C:7]([O:9][CH3:10])=[O:8])=[CH:5][NH:4][N:3]=1.[Cl:11][C:12]1[CH:17]=[CH:16][C:15](B(O)O)=[CH:14][CH:13]=1>C([O-])(=O)C.[Cu+2].C([O-])(=O)C.N1C=CC=CC=1>[Cl:11][C:12]1[CH:17]=[CH:16][C:15]([N:4]2[CH:5]=[C:6]([C:7]([O:9][CH3:10])=[O:8])[C:2]([CH3:1])=[N:3]2)=[CH:14][CH:13]=1 |f:2.3.4|. Reported procedure: Using methyl 3-methyl-1H-pyrazole-4-carboxylate (6.25 g) synthesized in Example 1(3), 4-chlorophenylboronic acid (13.9 g), copper acetate (16.3 g) and pyridine (14.4 mL), and in the same manner as in Example 17(1), the title object compound (6.9 g, 62%) was obtained as a white solid. The reactants are C(C=1C(O)=CC=CC1)(=O)OCC (Ethyl salicylate), [H-].[Na+] (sodium hydride), ClC1=NC=C(C=C1)Cl (2,5-dichloropyridine). The solvent is CN(C=O)C (dimethylformamide). Run at time 1 hour. Product: C(C)OC(C1=C(C=CC=C1)OC1=NC=C(C=C1)Cl)=O (ethyl-2-(5-chloro-2-pyridyloxy)-benzoate). Isolated yield 67.6%. As a reaction SMILES: [C:1]([O:10][CH2:11][CH3:12])(=[O:9])[C:2]1[C:3](=[CH:5][CH:6]=[CH:7][CH:8]=1)[OH:4].[H-].[Na+].Cl[C:16]1[CH:21]=[CH:20][C:19]([Cl:22])=[CH:18][N:17]=1>CN(C)C=O>[CH2:11]([O:10][C:1](=[O:9])[C:2]1[CH:8]=[CH:7][CH:6]=[CH:5][C:3]=1[O:4][C:16]1[CH:21]=[CH:20][C:19]([Cl:22])=[CH:18][N:17]=1)[CH3:12] |f:1.2|. Procedure details: Ethyl salicylate (30 g, 0.18 mol) was added dropwise with stirring to a suspension of oil-free sodium hydride (5 g, 0.21 mol) in dry dimethylformamide (100 ml) under a nitrogen atmosphere. After one hour, 2,5-dichloropyridine (26 g, 0.17 mol) was added and the reaction mixture refluxed for 48 hours. The dimethylformamide was then removed in vacuo and 11 of a 50:50 (v/v) mixture of water and trichloromethane added to the remaining residue. The organic layer was separated, washed, dried and, final... RXN SMILES: [CH2:31]1[O:32][CH2:33][CH2:34][CH2:35]1.[CH3:15][O:16][c:17]1[cH:18][cH:19][c:20]([CH2:21][OH:22])[cH:23][cH:24]1.[CH3:25][C:26]([CH3:27])([O-:28])[CH3:29].[Cl:1][CH2:2][Cl:3].[F:4][c:5]1[cH:6][c:7]([Br:14])[cH:8][c:9]([CH:11]([F:12])[F:13])[cH:10]1.[K+:30]>>[c:5]1([O:22][CH2:21][c:20]2[cH:19][cH:18][c:17]([O:16][CH3:15])[cH:24][cH:23]2)[cH:6][c:7]([Br:14])[cH:8][c:9]([CH:11]([F:12])[F:13])[cH:10]1. Reactants: C1CCOC1, COc1ccc(CO)cc1, CC(C)(C)[O-], ClCCl, Fc1cc(Br)cc(C(F)F)c1, [K+]. The product is COc1ccc(COc2cc(Br)cc(C(F)F)c2)cc1. Reactants: C(C)(C)(C)OC(=O)N1[C@@H](CCC1)CNC=1C(=NC(=NC1)C=1C=NC=NC1)OC1=CC=C(C=C1)OC (2-(S)-{[4-(4-Methoxy-phenoxy)-[2,5′]bipyrimidinyl-5-ylamino]-methyl}-pyrrolidine-1-carboxylic acid tert-butyl ester), C(C)(=O)Cl (acetyl chloride), N1=CC=CC=C1 (pyridine). The solvent is C(Cl)Cl (CH2Cl2), C(Cl)Cl (CH2Cl2). Reaction conditions: time 3 hour. Product: C(C)(C)(C)OC(=O)N1[C@@H](CCC1)CN(C=1C(=NC(=NC1)C=1C=NC=NC1)OC1=CC=C(C=C1)OC)C(C)=O (2-(S)-({Acetyl-[4-(4-methoxy-phenoxy)-[2,5]bipyrimidinyl-5-yl]-amino}-methyl)-pyrrolidine-1-carboxylic acid tert-butyl ester). As a reaction SMILES: [C:1]([O:5][C:6]([N:8]1[CH2:12][CH2:11][CH2:10][C@H:9]1[CH2:13][NH:14][C:15]1[C:16]([O:27][C:28]2[CH:33]=[CH:32][C:31]([O:34][CH3:35])=[CH:30][CH:29]=2)=[N:17][C:18]([C:21]2[CH:22]=[N:23][CH:24]=[N:25][CH:26]=2)=[N:19][CH:20]=1)=[O:7])([CH3:4])([CH3:3])[CH3:2].[C:36](Cl)(=[O:38])[CH3:37].N1C=CC=CC=1>C(Cl)Cl>[C:1]([O:5][C:6]([N:8]1[CH2:12][CH2:11][CH2:10][C@H:9]1[CH2:13][N:14]([C:36](=[O:38])[CH3:37])[C:15]1[C:16]([O:27][C:28]2[CH:29]=[CH:30][C:31]([O:34][CH3:35])=[CH:32][CH:33]=2)=[N:17][C:18]([C:21]2[CH:26]=[N:25][CH:24]=[N:23][CH:22]=2)=[N:19][CH:20]=1)=[O:7])([CH3:4])([CH3:3])[CH3:2]. Procedure details: To a solution of Compound 8b (89 mg; 0.19 mmol) in CH2Cl2 (7 mL) was added acetyl chloride (0.1 mL) and pyridine (0.1 mL) at ambient temperature. The mixture was stirred at room temperature for 3 h. Diluted the resulted mixture with CH2Cl2. The organic phase was washed sequentially with H2O and brine, and then dried over Na2SO4. The mixture was filtered and the filtrate was evaporated under reduced pressure to afford Compound 9a. The crude product was used in the next reaction without further pu... Reactants: [BH4-], C1CCOC1, COc1ccc2c(C(=O)c3ccc(OCCN4CCCCC4)cc3)c(C3CCC(=O)CC3)sc2c1, CO, [Na+], O. Product: COc1ccc2c(C(=O)c3ccc(OCCN4CCCCC4)cc3)c(C3CCC(O)CC3)sc2c1. Reaction SMILES: [BH4-:41].[CH2:36]1[O:37][CH2:38][CH2:39][CH2:40]1.[CH3:1][O:2][c:3]1[cH:4][cH:5][c:6]2[c:7]([s:8][c:9]([CH:28]3[CH2:29][CH2:30][C:31](=[O:34])[CH2:32][CH2:33]3)[c:10]2[C:11](=[O:12])[c:13]2[cH:14][cH:15][c:16]([O:19][CH2:20][CH2:21][N:22]3[CH2:23][CH2:24][CH2:25][CH2:26][CH2:27]3)[cH:17][cH:18]2)[cH:35]1.[CH3:44][OH:45].[Na+:42].[OH2:43]>>[CH3:1][O:2][c:3]1[cH:4][cH:5][c:6]2[c:7]([s:8][c:9]([CH:28]3[CH2:29][CH2:30][CH:31]([OH:34])[CH2:32][CH2:33]3)[c:10]2[C:11](=[O:12])[c:13]2[cH:14][cH:15][c:16]([O:19][CH2:20][CH2:21][N:22]3[CH2:23][CH2:24][CH2:25][CH2:26][CH2:27]3)[cH:17][cH:18]2)[cH:35]1. Solvent: COC(C)(C)C (methyl-tertbutyl-ether). Isolated yield 49.0%. Reaction SMILES: [O:1]1[C@H:3]2[CH2:4][C@@H:5]3[C@@H:22]([C@@:23]4([CH3:29])[CH2:24][CH2:25][C@H:26]([OH:28])[CH2:27][C:2]124)[CH2:21][CH2:20][C@@:19]1([CH3:30])[C@H:6]3[CH2:7][CH2:8][C@:9]1([OH:31])[C@H:10]([CH3:18])[CH2:11][CH2:12][C@@H:13]([CH3:17])[CH:14]([CH3:16])[CH3:15].[NH2:32][CH2:33][CH2:34][C:35]1[N:39]=[CH:38][NH:37][CH:36]=1.C(O)CCC>COC(C)(C)C>[OH:1][C@:2]12[CH2:27][C@@H:26]([OH:28])[CH2:25][CH2:24][C@:23]1([CH3:29])[C@@H:22]1[C@H:5]([C@H:6]3[C@:19]([CH3:30])([CH2:20][CH2:21]1)[C@@:9]([OH:31])([C@H:10]([CH3:18])[CH2:11][CH2:12][C@@H:13]([CH3:17])[CH:14]([CH3:15])[CH3:16])[CH2:8][CH2:7]3)[CH2:4][C@H:3]2[NH:32][CH2:33][CH2:34][C:35]1[N:39]=[CH:38][NH:37][CH:36]=1. Reported procedure: 5,6α-epoxicampestane-3β,17-diol (6.8 g, 22.1 mmol, 1 eq) and histamine (4.9 g, 44.1 mmol, 2 eq) were charged in a round-bottomed flask equipped with a magnetic stirrer bar. 1-Butanol (70 ml, 5 vol) was added and the mixture heated to reflux for 40 h. The reaction mixture was cooled at r.t., diluted with methyl-tertbutyl-ether (5 vol) and washed with water (5 vol) and with brine (5 vol). The organic layer was passed through a silica pad (40 g) eluted with methyl-tertbutyl-ether (3 vol) then 10% M... The product is O[C@]12[C@@H](C[C@H]3[C@@H]4CC[C@]([C@@H](CC[C@H](C(C)C)C)C)([C@]4(CC[C@@H]3[C@]2(CC[C@@H](C1)O)C)C)O)NCCC=1N=CNC1 (5α-Hydroxy-6β-[2-(1H-imidazol-4-yl)-ethylamino]-campestane-3β,17-diol), solid. The reactants are C(CCC)O (1-Butanol), O1C23[C@@H]1C[C@H]1[C@@H]4CC[C@]([C@@H](CC[C@H](C(C)C)C)C)([C@]4(CC[C@@H]1[C@]3(CC[C@@H](C2)O)C)C)O (5,6α-epoxicampestane-3β,17-diol), NCCC1=CNC=N1 (histamine). The reactants are O=C1C(CC2=CC(=C(C(=C12)Cl)Cl)OCC(=O)O)(C1=CC=C(C=C1)[N+](=O)[O-])C ([1-Oxo-2-methyl-2-(4-nitrophenyl)-6,7-dichloro-5-indanyloxy]acetic acid), S(O)(O)(=O)=O (sulfuric acid), [OH-].[Na+] (sodium hydroxide), O (water). Reagents/catalysts: [Pd] (palladium on carbon). Solvent: C(C)O (ethanol). Run at time 1 hour. Product: O=C1C(CC2=CC(=C(C(=C12)Cl)Cl)OCC(=O)O)(C)C1=CC=C(C=C1)N ([1-Oxo-2-(4-aminophenyl)-2-methyl-6,7-dichloro-5-indanyloxy]acetic acid). RXN SMILES: [O:1]=[C:2]1[C:10]2[C:5](=[CH:6][C:7]([O:13][CH2:14][C:15]([OH:17])=[O:16])=[C:8]([Cl:12])[C:9]=2[Cl:11])[CH2:4][C:3]1([CH3:27])[C:18]1[CH:23]=[CH:22][C:21]([N+:24]([O-])=O)=[CH:20][CH:19]=1.S(=O)(=O)(O)O.[OH-].[Na+].O>C(O)C.[Pd]>[O:1]=[C:2]1[C:10]2[C:5](=[CH:6][C:7]([O:13][CH2:14][C:15]([OH:17])=[O:16])=[C:8]([Cl:12])[C:9]=2[Cl:11])[CH2:4][C:3]1([C:18]1[CH:19]=[CH:20][C:21]([NH2:24])=[CH:22][CH:23]=1)[CH3:27] |f:2.3|. Procedure details: [1-Oxo-2-methyl-2-(4-nitrophenyl)-6,7-dichloro-5-indanyloxy]acetic acid (6.11 g., 0.015 mole) in absolute ethanol (250 ml.)-36N sulfuric acid (2 ml.) is catalytically hydrogenated over 5% palladium on carbon (500 mg.) in a Parr apparatus. After one hour, the reaction mixture is filtered, then concentrated in vacuo to a 50 ml. volume. Water (200 ml.) is added to precipitate the ethyl ester which is hydrolyzed by refluxing in ethanol (200 ml.), 10N sodium hydroxide solution (4.5 ml., 0.045 mole) a... The reactants are Cc1ccc(-c2cc(Br)ccn2)cc1, [Li]CCCC, CN(C)C=O, [Cl-], [NH4+], C1CCOC1. Product: Cc1ccc(-c2cc(C=O)ccn2)cc1. As a reaction SMILES: [Br:1][c:2]1[cH:3][c:4](-[c:8]2[cH:9][cH:10][c:11]([CH3:14])[cH:12][cH:13]2)[n:5][cH:6][cH:7]1.[CH2:15]([Li:16])[CH2:17][CH2:18][CH3:19].[CH3:20][N:21]([CH:22]=[O:23])[CH3:24].[Cl-:25].[NH4+:26].[O:27]1[CH2:28][CH2:29][CH2:30][CH2:31]1>>[c:2]1([CH:22]=[O:23])[cH:3][c:4](-[c:8]2[cH:9][cH:10][c:11]([CH3:14])[cH:12][cH:13]2)[n:5][cH:6][cH:7]1. Starting materials: N#N.N[C@@H](CC(N)=O)C(=O)N[C@H]([C@@H](C[C@@]1(N(CCC1)C(C)(C)C)C(=O)N)O)CC1=CC=CC=C1 (N2 [3(S)-[[L-asparaginyl]amino]-2(R)-hydroxy-4-phenylbutyl]-N1 -tert.butyl-L-prolinamide), C(C)N1CCOCC1 (N-ethylmorpholine), C(C1=CC=CC=C1)OC(=O)NC=1C(=CC2=CC=CC=C2C1)C(=O)O (3-(benzyloxyformamido)-2-naphthoic acid), OC1=CC=CC=2NN=NC21 (hydroxybenzotriazole). Yields the product C1(CCCCC1)N=C=NC1CCCCC1 (dicyclohexylcarbodiimide). Reaction SMILES: N#N.N[C@H](C(N[C@@H](CC1C=CC=CC=1)[C@H](O)C[C@@]1(C(N)=O)CCCN1C(C)(C)C)=O)CC(=O)N.C(O[C:43]([NH:45][C:46]1[C:47](C(O)=O)=[CH:48][C:49]2[C:54]([CH:55]=1)=CC=CC=2)=O)C1C=CC=CC=1.O[C:60]1[C:68]2N=N[NH:65][C:64]=2[CH:63]=[CH:62][CH:61]=1.C(N1CCOCC1)C>>[CH:64]1([N:65]=[C:43]=[N:45][CH:46]2[CH2:55][CH2:54][CH2:49][CH2:48][CH2:47]2)[CH2:68][CH2:60][CH2:61][CH2:62][CH2:63]1 |f:0.1|. Reported procedure: In a manner analogous to that described in Example 27, from 295 mg of N2 -[3(S)-[[L-asparaginyl]amino]-2(R)-hydroxy-4-phenylbutyl]-N1 -tert.butyl-L-prolinamide, 214 mg of 3-(benzyloxyformamido)-2-naphthoic acid, 90 mg of hydroxybenzotriazole, 77 mg of N-ethylmorpholine and 151 mgof dicyclohexylcarbodiimide there were obtained, after chromatography on silica gel using System G for the elution, 380 mg of N2 -[3(S)-[[N-[3-(benzyloxyformamido)-2-naphthoyl]-L-asparaginyl]amino]-2(R)-hydroxy-4-phenylb...